From a dataset of the Open Reaction Database (ORD), a public repository of structured organic reaction records. describe an organic reaction: reactants, conditions, products, and yield Reported procedure: was obtained in a similar manner to the method specified in Example 6b from 380 mg of N-(3-amino-4-thienyl)-N′-(2,6-dimethylphenyl)thiourea, 135.4 mg of NaOH and 287.3 mg of p-toluenesulfonyl chloride. Crystalline substance. M.p. >310° C. The reactants are NC1=CSC=C1NC(=S)NC1=C(C=CC=C1C)C (N-(3-amino-4-thienyl)-N′-(2,6-dimethylphenyl)thiourea), [OH-].[Na+] (NaOH), C1(=CC=C(C=C1)S(=O)(=O)Cl)C (p-toluenesulfonyl chloride). As a reaction SMILES: [NH2:1][C:2]1[C:6]([NH:7][C:8]([NH:10][C:11]2[C:16]([CH3:17])=[CH:15][CH:14]=[CH:13][C:12]=2[CH3:18])=S)=[CH:5][S:4][CH:3]=1.[OH-].[Na+].C1(C)C=CC(S([Cl:30])(=O)=O)=CC=1>>[ClH:30].[CH3:18][C:12]1[CH:13]=[CH:14][CH:15]=[C:16]([CH3:17])[C:11]=1[NH:10][C:8]1[NH:7][C:6]2=[CH:5][S:4][CH:3]=[C:2]2[N:1]=1 |f:1.2,4.5|. The product is Cl.CC1=C(C(=CC=C1)C)NC1=NC=2C(N1)=CSC2 (2-(2,6-Dimethylphenylamino)-1H-thieno[3,4-d]imidazole hydrochloride). Starting materials: N1CCC(CC1)CN1C(C2(C3=CC=CC=C13)C1=C(OC2)C=C2OCCC2=C1)=O (1′-(piperidin-4-ylmethyl)-5,6-dihydrospiro[benzo[1,2-b:5,4-b′]difuran-3,3′-indol]-2′(1′H)-one), C(C)=O (acetaldehyde), C(C)(=O)O[BH-](OC(C)=O)OC(C)=O.[Na+] (sodium triacetoxyborohydride). The solvent is ClCCCl (1,2-dichloroethane), C([O-])(O)=O.[Na+] (sodium bicarbonate). Run at time 17.5 hour. The product is C(C)N1CCC(CC1)CN1C(C2(C3=CC=CC=C13)C1=C(OC2)C=C2OCCC2=C1)=O (1′-[(1-ethylpiperidin-4-yl)methyl]-5,6-dihydrospiro[benzo[1,2-b:5,4-b′]difuran-3,3′-indol]-2′(1′H)-one). Isolated yield 79.9%. As a reaction SMILES: [NH:1]1[CH2:6][CH2:5][CH:4]([CH2:7][N:8]2[C:16]3[C:11](=[CH:12][CH:13]=[CH:14][CH:15]=3)[C:10]3([CH2:20][O:19][C:18]4[CH:21]=[C:22]5[C:26](=[CH:27][C:17]3=4)[CH2:25][CH2:24][O:23]5)[C:9]2=[O:28])[CH2:3][CH2:2]1.[CH:29](=O)[CH3:30].C(O[BH-](OC(=O)C)OC(=O)C)(=O)C.[Na+]>ClCCCl.C(=O)(O)[O-].[Na+]>[CH2:29]([N:1]1[CH2:6][CH2:5][CH:4]([CH2:7][N:8]2[C:16]3[C:11](=[CH:12][CH:13]=[CH:14][CH:15]=3)[C:10]3([CH2:20][O:19][C:18]4[CH:21]=[C:22]5[C:26](=[CH:27][C:17]3=4)[CH2:25][CH2:24][O:23]5)[C:9]2=[O:28])[CH2:3][CH2:2]1)[CH3:30] |f:2.3,5.6|. Reported procedure: A mixture of 1′-(piperidin-4-ylmethyl)-5,6-dihydrospiro[benzo[1,2-b:5,4-b′]difuran-3,3′-indol]-2′(1′H)-one (0.37 g, 0.99 mmol), acetaldehyde (0.08 mL, 1.4 mmol) and sodium triacetoxyborohydride (0.32 g, 1.51 mmol) in 1,2-dichloroethane (4 mL) was stirred at ambient temperature for 17.5 h. The orange reaction mixture was diluted with saturated aqueous sodium bicarbonate (30 mL) and was extracted with dichloromethane (3×25 mL). The organic solution was dried over sodium sulfate, filtered and conce...